Dataset: the Open Reaction Database (ORD), a public repository of structured organic reaction records. Task: describe an organic reaction: reactants, conditions, products, and yield The reactants are N#N (N2), COC(=O)C=1N=C(OC1)CC1=CC(=CC=C1)C(C)=O (2-(3-acetyl-benzyl)-oxazole-4-carboxylic acid methyl ester), [OH-].[Na+] (NaOH). Run in Cl (HCl), C1CCOC1 (THF). Run at time 1 hour. Yields the product C(C)(=O)C=1C=C(CC=2OC=C(N2)C(=O)O)C=CC1 (2-(3-Acetyl-benzyl)-oxazole-4-carboxylic acid). RXN SMILES: N#N.C[O:4][C:5]([C:7]1[N:8]=[C:9]([CH2:12][C:13]2[CH:18]=[CH:17][CH:16]=[C:15]([C:19](=[O:21])[CH3:20])[CH:14]=2)[O:10][CH:11]=1)=[O:6].[OH-].[Na+]>C1COCC1.Cl>[C:19]([C:15]1[CH:14]=[C:13]([CH:18]=[CH:17][CH:16]=1)[CH2:12][C:9]1[O:10][CH:11]=[C:7]([C:5]([OH:6])=[O:4])[N:8]=1)(=[O:21])[CH3:20] |f:2.3|. Reported procedure: In a flame dried round-bottomed flask equipped with a magnetic stir bar and under inert atmosphere (N2), a solution of 2-(3-acetyl-benzyl)-oxazole-4-carboxylic acid methyl ester (330 mg, 1.27 mmol) in THF (12 mL) was treated at rt with 1N NaOH (6 mL, 6.00 mmol) and the reaction mixture was stirred for 1 h at rt. The reaction mixture was poured in 1N HCl and extracted twice with EA. The combined org. extracts were dried over Na2SO4, filtered, and the solvent was removed under reduced pressure to ...